Task: describe an organic reaction: reactants, conditions, products, and yield. Dataset: the Open Reaction Database (ORD), a public repository of structured organic reaction records Reaction SMILES: [Br:19][c:20]1[cH:21][cH:22][c:23]([F:28])[c:24]([C:25]#[N:26])[cH:27]1.[CH2:35]1[O:36][CH2:37][CH2:38][CH2:39]1.[CH3:1][C:2]1([CH3:3])[C:4]([CH3:5])([CH3:6])[O:7][B:8]([c:9]2[c:10]3[cH:11][cH:12][nH:13][c:14]3[cH:15][cH:16][cH:17]2)[O:18]1.[CH3:41][CH2:42][O:43][C:44](=[O:45])[CH3:46].[Na+:29].[Na+:30].[O-:31][C:32](=[O:33])[O-:34].[Pd:40]>>[c:9]1(-[c:20]2[cH:21][cH:22][c:23]([F:28])[c:24]([C:25]#[N:26])[cH:27]2)[c:10]2[cH:11][cH:12][nH:13][c:14]2[cH:15][cH:16][cH:17]1. Yields the product N#Cc1cc(-c2cccc3[nH]ccc23)ccc1F. Starting materials: N#Cc1cc(Br)ccc1F, C1CCOC1, CC1(C)OB(c2cccc3[nH]ccc23)OC1(C)C, CCOC(C)=O, [Na+], [Na+], O=C([O-])[O-], [Pd]. Reactants: COC(=O)Cc1cnc(Cc2ccc(NC(=O)OCc3ccc(F)cc3)cc2)nc1N(C)C, CO, [Na+], C1CCOC1, [OH-]. Product: CN(C)c1nc(Cc2ccc(NC(=O)OCc3ccc(F)cc3)cc2)ncc1CC(=O)O. As a reaction SMILES: [CH3:1][N:2]([c:3]1[n:4][c:5]([CH2:14][c:15]2[cH:16][cH:17][c:18]([NH:21][C:22](=[O:23])[O:24][CH2:25][c:26]3[cH:27][cH:28][c:29]([F:32])[cH:30][cH:31]3)[cH:19][cH:20]2)[n:6][cH:7][c:8]1[CH2:9][C:10](=[O:11])[O:12][CH3:13])[CH3:33].[CH3:41][OH:42].[Na+:35].[O:36]1[CH2:37][CH2:38][CH2:39][CH2:40]1.[OH-:34]>>[CH3:1][N:2]([c:3]1[n:4][c:5]([CH2:14][c:15]2[cH:16][cH:17][c:18]([NH:21][C:22](=[O:23])[O:24][CH2:25][c:26]3[cH:27][cH:28][c:29]([F:32])[cH:30][cH:31]3)[cH:19][cH:20]2)[n:6][cH:7][c:8]1[CH2:9][C:10](=[O:11])[OH:12])[CH3:33].